From a dataset of the Open Reaction Database (ORD), a public repository of structured organic reaction records. describe an organic reaction: reactants, conditions, products, and yield The reactants are O=C([O-])O, CCN(CC)C(=O)NC1CC2c3cccc4[nH]c(I)c(c34)CC2N(C)C1, ClCCl, CCCC[N+](CCCC)(CCCC)CCCC, CC(=O)Cl, [K+], [Na+], [OH-], O, O=S(=O)([O-])O. Product: CCN(CC)C(=O)NC1CC2c3cccc4c3c(c(I)n4C(C)=O)CC2N(C)C1. RXN SMILES: [C:33](=[O:34])([OH:35])[O-:36].[CH2:1]([CH3:2])[N:3]([C:4](=[O:5])[NH:6][CH:7]1[CH2:8][N:9]([CH3:24])[CH:10]2[CH2:11][c:12]3[c:13]([I:23])[nH:14][c:15]4[cH:16][cH:17][cH:18][c:19]([c:22]34)[CH:20]2[CH2:21]1)[CH2:25][CH3:26].[CH2:38]([Cl:39])[Cl:40].[CH2:46]([N+:47]([CH2:48][CH2:49][CH2:50][CH3:51])([CH2:52][CH2:53][CH2:54][CH3:55])[CH2:56][CH2:57][CH2:58][CH3:59])[CH2:60][CH2:61][CH3:62].[CH3:27][C:28]([Cl:29])=[O:30].[K+:32].[Na+:37].[OH-:31].[OH2:63].[S:41]([O-:42])([OH:43])(=[O:44])=[O:45]>>[CH2:1]([CH3:2])[N:3]([C:4](=[O:5])[NH:6][CH:7]1[CH2:8][N:9]([CH3:24])[CH:10]2[CH2:11][c:12]3[c:13]([I:23])[n:14]([C:28]([CH3:27])=[O:30])[c:15]4[cH:16][cH:17][cH:18][c:19]([c:22]34)[CH:20]2[CH2:21]1)[CH2:25][CH3:26]. Starting materials: CN1CC=CCC(NC(=O)OC(C)(C)C)C1=O, CO, [H][H]. The product is CN1CCCCC(NC(=O)OC(C)(C)C)C1=O. Reaction SMILES: [CH3:1][N:2]1[C:3](=[O:17])[CH:4]([NH:9][C:10]([O:11][C:12]([CH3:13])([CH3:14])[CH3:15])=[O:16])[CH2:5][CH:6]=[CH:7][CH2:8]1.[CH3:20][OH:21].[H:18][H:19]>>[CH3:1][N:2]1[C:3](=[O:17])[CH:4]([NH:9][C:10]([O:11][C:12]([CH3:13])([CH3:14])[CH3:15])=[O:16])[CH2:5][CH2:6][CH2:7][CH2:8]1. Reactants: ice, O (water), B(Br)(Br)Br (boron tribromide), ClC=1C(=NN(C1C(F)(F)F)C)C1=C(C=C(C(=C1)OC)Cl)F (4-chloro-3-(4-chloro-2-fluoro-5-methoxyphenyl)-1-methyl-5-(trifluoromethyl)-1H-pyrazole), B(Br)(Br)Br (boron tribromide), B(Br)(Br)Br (boron tribromide). Run in C(Cl)Cl (methylene chloride). Conditions: time 6 hour. Product: ClC=1C(=NN(C1C(F)(F)F)C)C1=C(C=C(C(=C1)O)Cl)F (4-chloro-3-(4-chloro-2-fluoro-5-hydroxyphenyl)-1-methyl-5-(trifluoromethyl)-1H-pyrazole). Yield: 96.0%. As a reaction SMILES: [Cl:1][C:2]1[C:3]([C:12]2[CH:17]=[C:16]([O:18]C)[C:15]([Cl:20])=[CH:14][C:13]=2[F:21])=[N:4][N:5]([CH3:11])[C:6]=1[C:7]([F:10])([F:9])[F:8].B(Br)(Br)Br.O>C(Cl)Cl>[Cl:1][C:2]1[C:3]([C:12]2[CH:17]=[C:16]([OH:18])[C:15]([Cl:20])=[CH:14][C:13]=2[F:21])=[N:4][N:5]([CH3:11])[C:6]=1[C:7]([F:9])([F:8])[F:10]. Reported procedure: 1.39 g of 4-chloro-3-(4-chloro-2-fluoro-5-methoxyphenyl)-1-methyl-5-(trifluoromethyl)-1H-pyrazole was dissolved in 80 ml of anhydrous methylene chloride and then cooled with a dry ice/acetone bath and 0.14 ml of boron tribromide added. After allowing to warm to room temperature, the mixture was treated with an additional 0.28 ml of boron tribromide. Added was an additional 1.0 ml of boron tribromide and stirred at room temperature for 6 hours. After stirring, 30-50 ml of ice cooled water was add... Reactants: O=C([O-])[O-], Cc1ccc(S(=O)(=O)OCC2COC(C)(C)O2)cc1, CC1(C)OB(c2ccc(O)cc2)OC1(C)C, [Cs+], [Cs+], CN(C)C=O. Yields the product CC1(C)OCC(COc2ccc(B3OC(C)(C)C(C)(C)O3)cc2)O1. Reaction SMILES: [C:36](=[O:37])([O-:38])[O-:39].[CH3:17][c:18]1[cH:19][cH:20][c:21]([S:22]([O:23][CH2:28][CH:29]2[O:30][C:31]([CH3:34])([CH3:35])[O:32][CH2:33]2)(=[O:24])=[O:25])[cH:26][cH:27]1.[CH3:1][C:2]1([CH3:16])[O:3][B:4]([c:9]2[cH:10][cH:11][c:12]([OH:15])[cH:13][cH:14]2)[O:5][C:6]1([CH3:7])[CH3:8].[Cs+:40].[Cs+:41].[O:42]=[CH:43][N:44]([CH3:45])[CH3:46]>>[CH3:1][C:2]1([CH3:16])[O:3][B:4]([c:9]2[cH:10][cH:11][c:12]([O:15][CH2:28][CH:29]3[O:30][C:31]([CH3:34])([CH3:35])[O:32][CH2:33]3)[cH:13][cH:14]2)[O:5][C:6]1([CH3:7])[CH3:8]. Reactants: Br\C=1\C(CCCCC/C1)OCCCCCCO (6-{[(2E)-2-bromocyclooct-2-en-1-yl]oxy}hexan-1-ol), C1CCC2=NCCCN2CC1 (DBU), CCCCCC.CCOC(=O)C (Hexane AcOEt). The solvent is CS(=O)C (DMSO). Reaction conditions: temperature 60 celsius, time 16 hour. The product is C1(C#CCCCCC1)OCCCCCCO (6-(cyclooct-2-yn-1-yloxy)hexan-1-ol). RXN SMILES: Br[C:2]1[CH:3]([O:10][CH2:11][CH2:12][CH2:13][CH2:14][CH2:15][CH2:16][OH:17])[CH2:4][CH2:5][CH2:6][CH2:7][CH2:8][CH:9]=1.C1CCN2C(=NCCC2)CC1.CCCCCC.CCOC(C)=O>CS(C)=O>[CH:3]1([O:10][CH2:11][CH2:12][CH2:13][CH2:14][CH2:15][CH2:16][OH:17])[CH2:4][CH2:5][CH2:6][CH2:7][CH2:8][C:9]#[C:2]1 |f:2.3|. Procedure details: To a magnetically stirred solution of 6-{[(2E)-2-bromocyclooct-2-en-1-yl]oxy}hexan-1-ol 200 mg (0.658 mmol 1 eq) in dry DMSO (3.5 ml) under Ar atmosphere, DBU (6.58 mmol, 10 eq, 1 ml) were added. The reaction was warmed to 60° C. and was stirred at this temperature for 16 h. Reaction was controlled until complete disappearance of the starting material by TLC (Hexane/AcOEt 7/3 as eluent). The reaction was quenched with a saturated solution of NH4Cl, layers were separated and the aqueous layer was...